Dataset: the Open Reaction Database (ORD), a public repository of structured organic reaction records. Task: describe an organic reaction: reactants, conditions, products, and yield Reactants: FC=1C=C(C(=NC1)OC)B(O)O (5-fluoro-2-methoxy-pyridin-3-yl boronic acid), COC1=NC(=CC=C1B(O)O)OC (2,6-dimethoxy-pyridin-3-yl boronic acid). Yields the product COC1=CC=CC(N1)=O (6-methoxy pyridone). Reaction SMILES: FC1C=C(B(O)O)C(OC)=NC=1.[CH3:13][O:14][C:15]1[C:20](B(O)O)=[CH:19][CH:18]=[C:17]([O:24]C)[N:16]=1>>[CH3:13][O:14][C:15]1[NH:16][C:17](=[O:24])[CH:18]=[CH:19][CH:20]=1. Procedure: I-236 was prepared analogously except in step 4, 5-fluoro-2-methoxy-pyridin-3-yl boronic acid was replaced with 2,6-dimethoxy-pyridin-3-yl boronic acid. The crude material was purified by trituration in 10% methanol in ethyl acetate (10 mL). The solid was filtered and dried to give the 6-methoxy pyridone. Reactants: CCOC(=O)CC(=O)OCC, N#CC=Cc1ccccc1, Cc1ccccc1. Yields the product CCOC(=O)C(C(=O)OCC)C(CC#N)c1ccccc1. As a reaction SMILES: [C:11]([CH2:12][C:13](=[O:14])[O:15][CH2:16][CH3:17])(=[O:18])[O:19][CH2:20][CH3:21].[C:1]([CH:2]=[CH:3][c:4]1[cH:5][cH:6][cH:7][cH:8][cH:9]1)#[N:10].[CH3:22][c:23]1[cH:24][cH:25][cH:26][cH:27][cH:28]1>>[C:1]([CH2:2][CH:3]([c:4]1[cH:5][cH:6][cH:7][cH:8][cH:9]1)[CH:12]([C:11](=[O:18])[O:19][CH2:20][CH3:21])[C:13](=[O:14])[O:15][CH2:16][CH3:17])#[N:10]. Reactants: C(C)(C)(C)OC(=O)C1N2N(CCC1)C(C(C2=O)(CC(=O)OC2=CC=CC=C2)C)=O (phenyl 5-tert.butoxycarbonyl-hexahydro-2-methyl-1,3-dioxo-1H-pyrazolo[1,2-a]pyridazine-2-acetate), NO (hydroxylamine), Cl.NO (hydroxylamine hydrochloride), [OH-].[K+] (potassium hydroxide). Run in COCCOC (1,2-dimethoxyethane), CO (methanol), CO (methanol). Conditions: time 18 hour. Product: ONC(=O)CC1(C(N2N(CCCC2C(=O)OC(C)(C)C)C1=O)=O)C (tert.butyl hexahydro-2-[(N-hydroxycarbamoyl)methyl]-2-methyl-1,3-dioxo-1H-pyrazolo[1,2-a]pyridazine-5-carboxylate). Reaction SMILES: [C:1]([O:5][C:6]([CH:8]1[CH2:13][CH2:12][CH2:11][N:10]2[C:14](=[O:29])[C:15]([CH3:28])([CH2:18][C:19](OC3C=CC=CC=3)=[O:20])[C:16](=[O:17])[N:9]12)=[O:7])([CH3:4])([CH3:3])[CH3:2].[NH2:30][OH:31].Cl.NO.[OH-].[K+]>COCCOC.CO>[OH:31][NH:30][C:19]([CH2:18][C:15]1([CH3:28])[C:14](=[O:29])[N:10]2[CH2:11][CH2:12][CH2:13][CH:8]([C:6]([O:5][C:1]([CH3:4])([CH3:3])[CH3:2])=[O:7])[N:9]2[C:16]1=[O:17])=[O:20] |f:2.3,4.5|. Procedure: 2.2 g of phenyl 5-tert.butoxycarbonyl-hexahydro-2-methyl-1,3-dioxo-1H-pyrazolo[1,2-a]pyridazine-2-acetate in 12 ml of 1,2-dimethoxyethane were treated with 9 ml of methanolic hydroxylamine (prepared by dissolving 1.38 g of hydroxylamine hydrochloride in methanol, adding 1.12 g of potassium hydroxide pellets in methanol to a total volume of 14 ml and filtering the solution before use). After 18 hours, the solvent was removed, 300 ml of ethyl acetate were added and the mixture was washed with dilu... Reactants: C(C)(C)N(C(C)C)CC (N,N-diisopropylethylamine), BrCCC(=O)OCC (ethyl 3-bromopropanoate), Cl.ClC=1C=C(C=NC1OC(C)C)C1=NC(=NO1)C1=CC=CC=2CNCCOC21 (9-(5-{5-chloro-6-[(1-methylethyl)oxy]-3-pyridinyl}-1,2,4-oxadiazol-3-yl)-2,3,4,5-tetrahydro-1,4-benzoxazepine hydrochloride), C(C)(C)N(C(C)C)CC (N,N-diisopropylethylamine), BrCCC(=O)OCC (ethyl 3-bromopropanoate). Run in C(C)#N (acetonitrile). Conditions: temperature 80 celsius. The product is ClC=1C=C(C=NC1OC(C)C)C1=NC(=NO1)C1=CC=CC=2CN(CCOC21)CCC(=O)OCC (Ethyl 3-[9-(5-{5-chloro-6-[(1-methylethyl)oxy]-3-pyridinyl}-1,2,4-oxadiazol-3-yl)-2,3-dihydro-1,4-benzoxazepin-4(5H)-yl]propanoate). The yield is 30.4%. As a reaction SMILES: Cl.[Cl:2][C:3]1[CH:4]=[C:5]([C:13]2[O:17][N:16]=[C:15]([C:18]3[C:28]4[O:27][CH2:26][CH2:25][NH:24][CH2:23][C:22]=4[CH:21]=[CH:20][CH:19]=3)[N:14]=2)[CH:6]=[N:7][C:8]=1[O:9][CH:10]([CH3:12])[CH3:11].C(N(CC)C(C)C)(C)C.Br[CH2:39][CH2:40][C:41]([O:43][CH2:44][CH3:45])=[O:42]>C(#N)C>[Cl:2][C:3]1[CH:4]=[C:5]([C:13]2[O:17][N:16]=[C:15]([C:18]3[C:28]4[O:27][CH2:26][CH2:25][N:24]([CH2:39][CH2:40][C:41]([O:43][CH2:44][CH3:45])=[O:42])[CH2:23][C:22]=4[CH:21]=[CH:20][CH:19]=3)[N:14]=2)[CH:6]=[N:7][C:8]=1[O:9][CH:10]([CH3:12])[CH3:11] |f:0.1|. Procedure: To a solution of 9-(5-{5-chloro-6-[(1-methylethyl)oxy]-3-pyridinyl}-1,2,4-oxadiazol-3-yl)-2,3,4,5-tetrahydro-1,4-benzoxazepine hydrochloride (Preparation 90) (80 mg, 0.189 mmol) in acetonitrile (10 ml) was added N,N-diisopropylethylamine (0.066 ml, 0.378 mmol) followed by ethyl 3-bromopropanoate (0.048 ml, 0.378 mmol). The reaction mixture was heated at 80° C. overnight. A further 1 equivalent of N,N-diisopropylethylamine and ethyl 3-bromopropanoate were added and heating continued overnight. Th... The reactants are FC1=C(C=C(C=C1)I)NN=C(C(=O)OC)C(COC)=O (methyl 2-[(2-fluoro-5-iodophenyl)hydrazono]-4-methoxy-3-oxobutanoate), COC(N(C)C)OC (N,N-dimethylformamide dimethyl acetal). Run at temperature 0 celsius. Yields the product FC1=C(C=C(C=C1)I)N1N=C(C(C(=C1)OC)=O)C(=O)OC (Methyl 1-(2-fluoro-5-iodophenyl)-5-methoxy-4-oxo-1,4-dihydropyridazine-3-carboxylate). The yield is 78.0%. Reaction SMILES: [F:1][C:2]1[CH:7]=[CH:6][C:5]([I:8])=[CH:4][C:3]=1[NH:9][N:10]=[C:11]([C:16](=[O:20])[CH2:17][O:18][CH3:19])[C:12]([O:14][CH3:15])=[O:13].[CH3:21]OC(OC)N(C)C>>[F:1][C:2]1[CH:7]=[CH:6][C:5]([I:8])=[CH:4][C:3]=1[N:9]1[CH:21]=[C:17]([O:18][CH3:19])[C:16](=[O:20])[C:11]([C:12]([O:14][CH3:15])=[O:13])=[N:10]1. Procedure details: A mixture of methyl 2-[(2-fluoro-5-iodophenyl)hydrazono]-4-methoxy-3-oxobutanoate (14.2 g, 35.9 mmol) in N,N-dimethylformamide dimethyl acetal (142 mL) was heated to reflux for 1.5 h and cooled to 0° C. The precipitates were collected by filtration, washed with hexane and dried to yield the title compound (11.3 g, 78% yield) as a pale yellow solid: 1H NMR (DMSO-d6, 300 MHz): δ ppm 3.80 (3H, s), 3.82 (3H, s), 7.37 (1H, dd, J=10.6, 8.7 Hz), 7.90-8.01 (1H, m), 8.14 (1H, dd, J=7.2, 2.3 Hz), 8.55 (1H...